This data is from the Open Reaction Database (ORD), a public repository of structured organic reaction records. The task is: describe an organic reaction: reactants, conditions, products, and yield Run at temperature 160 celsius. Procedure: A mixture of tert-butyl {1-[4-(2-bromo-9H-imidazo[1,2-d]pyrido[2,3-b][1,4]benzodiazepin-3-yl)phenyl]cyclobutyl}carbamate (50 mg, 0.09 mmol), 6-(4,4,5,5-tetramethyl-1,3,2-dioxaborolan-2-yl)-1H-pyrrolo[3,2-b]pyridine (44 mg, 0.18 mmol), bis(di-tert-butyl(4-dimethylaminophenyl)phosphine)dichloropalladium(II) (6.3 mg, 0.01 mmol) and K3PO4 (72 mg, 0.27 mmol) in DMF/water (0.9 mL, 6:1, v/v) was heated at 160° C. under microwave irradiation for 1 hour. After cooling to room temperature, the mixture was... Reactants: BrC=1N=C2N(C3=C(NC4=C2C=CC=C4)N=CC=C3)C1C1=CC=C(C=C1)C1(CCC1)NC(OC(C)(C)C)=O (tert-butyl {1-[4-(2-bromo-9H-imidazo[1,2-d]pyrido[2,3-b][1,4]benzodiazepin-3-yl)phenyl]cyclobutyl}carbamate), CC1(OB(OC1(C)C)C=1C=C2C(=NC1)C=CN2)C (6-(4,4,5,5-tetramethyl-1,3,2-dioxaborolan-2-yl)-1H-pyrrolo[3,2-b]pyridine), [O-]P(=O)([O-])[O-].[K+].[K+].[K+] (K3PO4). Run in CN(C)C=O.O (DMF water), CCOC(=O)C (EtOAc). Yields the product N1C=CC2=NC=C(C=C21)C=2N=C1N(C3=C(NC4=C1C=CC=C4)N=CC=C3)C2C2=CC=C(C=C2)C2(CCC2)N (1-{4-[2-(1H-pyrrolo[3,2-b]pyridin-6-yl)-9H-imidazo[1,2-d]pyrido[2,3-b][1,4]benzodiazepin-3-yl]phenyl}cyclobutanamine). Reagents/catalysts: CC(C)(C)P(C1=CC=C(C=C1)N(C)C)C(C)(C)C.CC(C)(C)P(C1=CC=C(C=C1)N(C)C)C(C)(C)C.Cl[Pd]Cl (bis(di-tert-butyl(4-dimethylaminophenyl)phosphine)dichloropalladium(II)). As a reaction SMILES: Br[C:2]1[N:3]=[C:4]2[C:10]3[CH:11]=[CH:12][CH:13]=[CH:14][C:9]=3[NH:8][C:7]3[N:15]=[CH:16][CH:17]=[CH:18][C:6]=3[N:5]2[C:19]=1[C:20]1[CH:25]=[CH:24][C:23]([C:26]2([NH:30]C(=O)OC(C)(C)C)[CH2:29][CH2:28][CH2:27]2)=[CH:22][CH:21]=1.CC1(C)C(C)(C)OB([C:46]2[CH:47]=[C:48]3[NH:54][CH:53]=[CH:52][C:49]3=[N:50][CH:51]=2)O1.[O-]P([O-])([O-])=O.[K+].[K+].[K+]>CN(C=O)C.O.CCOC(C)=O.CC(P(C(C)(C)C)C1C=CC(N(C)C)=CC=1)(C)C.CC(P(C(C)(C)C)C1C=CC(N(C)C)=CC=1)(C)C.Cl[Pd]Cl>[NH:54]1[C:48]2[C:49](=[N:50][CH:51]=[C:46]([C:2]3[N:3]=[C:4]4[C:10]5[CH:11]=[CH:12][CH:13]=[CH:14][C:9]=5[NH:8][C:7]5[N:15]=[CH:16][CH:17]=[CH:18][C:6]=5[N:5]4[C:19]=3[C:20]3[CH:21]=[CH:22][C:23]([C:26]4([NH2:30])[CH2:29][CH2:28][CH2:27]4)=[CH:24][CH:25]=3)[CH:47]=2)[CH:52]=[CH:53]1 |f:2.3.4.5,6.7,9.10.11|. Yield: 71.7%. Reactants: O=C([O-])[O-], C1COCCO1, ClC(Cl)Cl, COc1cnc(SC)nc1Cl, [Cs+], [Cs+], CCOC(=O)CCCOc1cnc(N(Cc2cc(C(F)(F)F)cc(C(F)(F)F)c2)Cc2cc(C(F)(F)F)ccc2B2OC(C)(C)C(C)(C)O2)nc1, O. Product: CCOC(=O)CCCOc1cnc(N(Cc2cc(C(F)(F)F)cc(C(F)(F)F)c2)Cc2cc(C(F)(F)F)ccc2-c2nc(SC)ncc2OC)nc1. RXN SMILES: [C:63](=[O:64])([O-:65])[O-:66].[CH2:73]1[O:74][CH2:75][CH2:76][O:77][CH2:78]1.[CH:69]([Cl:70])([Cl:71])[Cl:72].[Cl:52][c:53]1[n:54][c:55]([S:61][CH3:62])[n:56][cH:57][c:58]1[O:59][CH3:60].[Cs+:67].[Cs+:68].[F:1][C:2]([c:3]1[cH:4][c:5]([CH2:6][N:7]([c:8]2[n:9][cH:10][c:11]([O:14][CH2:15][CH2:16][CH2:17][C:18](=[O:19])[O:20][CH2:21][CH3:22])[cH:12][n:13]2)[CH2:23][c:24]2[c:25]([B:34]3[O:35][C:36]([CH3:37])([CH3:38])[C:39]([CH3:40])([CH3:41])[O:42]3)[cH:26][cH:27][c:28]([C:30]([F:31])([F:32])[F:33])[cH:29]2)[cH:43][c:44]([C:46]([F:47])([F:48])[F:49])[cH:45]1)([F:50])[F:51].[OH2:79]>>[F:1][C:2]([c:3]1[cH:4][c:5]([CH2:6][N:7]([c:8]2[n:9][cH:10][c:11]([O:14][CH2:15][CH2:16][CH2:17][C:18](=[O:19])[O:20][CH2:21][CH3:22])[cH:12][n:13]2)[CH2:23][c:24]2[c:25](-[c:53]3[n:54][c:55]([S:61][CH3:62])[n:56][cH:57][c:58]3[O:59][CH3:60])[cH:26][cH:27][c:28]([C:30]([F:31])([F:32])[F:33])[cH:29]2)[cH:43][c:44]([C:46]([F:47])([F:48])[F:49])[cH:45]1)([F:50])[F:51]. Starting materials: NC=1SC=C(N1)/C(/C(=O)NC1[C@@H]2N(C(=C(CS2)CC2CCCO2)C(=S)[O-])C1=O)=N/OC.[Na+] (Sodium 7-[(Z)-2-(2-aminothiazol-4-yl)-2-methoxyiminoacetamido]-3-tetrahydrofurfurylthio-3-cephem-4-carboxylate), C(C(C)(C)C)(=O)OCI (iodomethyl pivalate). Product: NC=1SC=C(N1)/C(/C(=O)NC1[C@@H]2N(C(=C(CS2)CC2CCCO2)C(=S)OCOC(C(C)(C)C)=O)C1=O)=N/OC (pivaloyloxymethyl 7-[(Z)-2-(2-aminothiazol-4-yl)-2-methoxyiminoacetamido]-3-tetrahydrofurfurylthio-3-cephem-4-carboxylate). Yield: 57.1%. Reaction SMILES: [NH2:1][C:2]1[S:3][CH:4]=[C:5](/[C:7](=[N:29]/[O:30][CH3:31])/[C:8]([NH:10][CH:11]2[C:27](=[O:28])[N:13]3[C:14]([C:24]([O-:26])=[S:25])=[C:15]([CH2:18][CH:19]4[O:23][CH2:22][CH2:21][CH2:20]4)[CH2:16][S:17][C@H:12]23)=[O:9])[N:6]=1.[Na+].[C:33]([O:39][CH2:40]I)(=[O:38])[C:34]([CH3:37])([CH3:36])[CH3:35]>>[NH2:1][C:2]1[S:3][CH:4]=[C:5](/[C:7](=[N:29]/[O:30][CH3:31])/[C:8]([NH:10][CH:11]2[C:27](=[O:28])[N:13]3[C:14]([C:24]([O:26][CH2:40][O:39][C:33](=[O:38])[C:34]([CH3:37])([CH3:36])[CH3:35])=[S:25])=[C:15]([CH2:18][CH:19]4[O:23][CH2:22][CH2:21][CH2:20]4)[CH2:16][S:17][C@H:12]23)=[O:9])[N:6]=1 |f:0.1|. Procedure: Sodium 7-[(Z)-2-(2-aminothiazol-4-yl)-2-methoxyiminoacetamido]-3-tetrahydrofurfurylthio-3-cephem-4-carboxylate (40 mg) was reacted with iodomethyl pivalate (38 mg), followed by purification, in the same manner as in Example 2 to give the titled compound (27 mg; 57%) as white powder. The reactants are N1CC(C1)C=1C=CC2=C(N3N=C(C=C3CCO2)C=2N(N=CN2)C(C)C)C1 (9-azetidin-3-yl-2-(2-isopropyl-2H-[1,2,4]triazol-3-yl)-4,5-dihydro-6-oxa-1,10b-diaza-benzo[e]azulene), C(=C)S(=O)(=O)C=C (vinyl sulfone). The product is C(C)(C)N1N=CN=C1C1=NN2C3=C(OCCC2=C1)C=CC(=C3)C3CN(C3)CCS(=O)(=O)C (2-(1-isopropyl-1H-1,2,4-triazol-5-yl)-9-(1-(2-(methylsulfonyl)ethyl)azetidin-3-yl)-4,5-dihydrobenzo[b]pyrazolo[1,5-d][1,4]oxazepine). Reaction SMILES: [NH:1]1[CH2:4][CH:3]([C:5]2[CH:6]=[CH:7][C:8]3[O:17][CH2:16][CH2:15][C:14]4[N:10]([N:11]=[C:12]([C:18]5[N:19]([CH:23]([CH3:25])[CH3:24])[N:20]=[CH:21][N:22]=5)[CH:13]=4)[C:9]=3[CH:26]=2)[CH2:2]1.[CH:27]([S:29]([CH:32]=C)(=[O:31])=[O:30])=[CH2:28]>>[CH:23]([N:19]1[C:18]([C:12]2[CH:13]=[C:14]3[N:10]([C:9]4[CH:26]=[C:5]([CH:3]5[CH2:2][N:1]([CH2:28][CH2:27][S:29]([CH3:32])(=[O:31])=[O:30])[CH2:4]5)[CH:6]=[CH:7][C:8]=4[O:17][CH2:16][CH2:15]3)[N:11]=2)=[N:22][CH:21]=[N:20]1)([CH3:24])[CH3:25]. Procedure: Following the procedure for 152, 9-azetidin-3-yl-2-(2-isopropyl-2H-[1,2,4]triazol-3-yl)-4,5-dihydro-6-oxa-1,10b-diaza-benzo[e]azulene was reacted with vinyl sulfone to give 157 as a white solid. 1H NMR (400 MHz, DMSO-d6): δ 8.01 (d, J=0.64 Hz, 1H); 7.84 (d, J=2.19 Hz, 1H); 7.36 (dd, J=8.32, 2.21 Hz, 1H); 7.21 (d, J=8.30 Hz, 1H); 6.87 (s, 1H); 5.60-5.51 (m, 1H); 4.48 (t, J=6.03 Hz, 2H); 3.67 (s, 3H); 3.20-3.10 (m, 6H); 3.03 (s, 3H); 2.83 (t, J=6.83 Hz, 2H); 1.48 (d, J=6.58 Hz, 6H). LCMS: RT=5.99 ... Starting materials: NC1CCN(CC2CCCN3CCCCC23)CC1, Cl, Cl, Cl, O=C(O)c1cc2c(OCc3coc4ccc(F)cc34)cccc2[nH]1. Yields the product O=C(NC1CCN(CC2CCCN3CCCCC23)CC1)c1cc2c(OCc3coc4ccc(F)cc34)cccc2[nH]1. RXN SMILES: [CH:28]1([CH2:38][N:39]2[CH2:40][CH2:41][CH:42]([NH2:45])[CH2:43][CH2:44]2)[CH2:29][CH2:30][CH2:31][N:32]2[CH2:33][CH2:34][CH2:35][CH2:36][CH:37]12.[ClH:25].[ClH:26].[ClH:27].[F:1][c:2]1[cH:3][cH:4][c:5]2[c:6]([c:7]([CH2:10][O:11][c:12]3[c:13]4[cH:14][c:15]([C:21](=[O:22])[OH:23])[nH:16][c:17]4[cH:18][cH:19][cH:20]3)[cH:8][o:9]2)[cH:24]1>>[F:1][c:2]1[cH:3][cH:4][c:5]2[c:6]([c:7]([CH2:10][O:11][c:12]3[c:13]4[cH:14][c:15]([C:21](=[O:23])[NH:45][CH:42]5[CH2:41][CH2:40][N:39]([CH2:38][CH:28]6[CH2:29][CH2:30][CH2:31][N:32]7[CH2:33][CH2:34][CH2:35][CH2:36][CH:37]67)[CH2:44][CH2:43]5)[nH:16][c:17]4[cH:18][cH:19][cH:20]3)[cH:8][o:9]2)[cH:24]1. Starting materials: CCC(C)C(CN(C(=O)C1CC1c1cccc(F)n1)c1ccc(Br)cc1)NC(=O)OC(C)(C)C, CCCC[N+](CCCC)(CCCC)CCCC, C1CCOC1, C#CCCC, [F-], Cl[Pd]Cl, c1ccc(P(c2ccccc2)c2ccccc2)cc1, c1ccc(P(c2ccccc2)c2ccccc2)cc1. Product: CCCC#Cc1ccc(N(CC(NC(=O)OC(C)(C)C)C(C)CC)C(=O)C2CC2c2cccc(F)n2)cc1. As a reaction SMILES: [C:1]([CH3:2])([CH3:3])([CH3:4])[O:5][C:6]([NH:7][CH:8]([CH:9]([CH2:10][CH3:11])[CH3:12])[CH2:13][N:14]([C:15](=[O:16])[CH:17]1[CH:18]([c:20]2[n:21][c:22]([F:26])[cH:23][cH:24][cH:25]2)[CH2:19]1)[c:27]1[cH:28][cH:29][c:30]([Br:33])[cH:31][cH:32]1)=[O:34].[CH2:41]([N+:42]([CH2:43][CH2:44][CH2:45][CH3:46])([CH2:47][CH2:48][CH2:49][CH3:50])[CH2:51][CH2:52][CH2:53][CH3:54])[CH2:55][CH2:56][CH3:57].[CH2:58]1[O:59][CH2:60][CH2:61][CH2:62]1.[CH:35]#[C:36][CH2:37][CH2:38][CH3:39].[F-:40].[Pd:63]([Cl:64])[Cl:65].[c:66]1([P:67]([c:68]2[cH:69][cH:70][cH:71][cH:72][cH:73]2)[c:74]2[cH:75][cH:76][cH:77][cH:78][cH:79]2)[cH:80][cH:81][cH:82][cH:83][cH:84]1.[c:85]1([P:86]([c:87]2[cH:88][cH:89][cH:90][cH:91][cH:92]2)[c:93]2[cH:94][cH:95][cH:96][cH:97][cH:98]2)[cH:99][cH:100][cH:101][cH:102][cH:103]1>>[C:1]([CH3:2])([CH3:3])([CH3:4])[O:5][C:6]([NH:7][CH:8]([CH:9]([CH2:10][CH3:11])[CH3:12])[CH2:13][N:14]([C:15](=[O:16])[CH:17]1[CH:18]([c:20]2[n:21][c:22]([F:26])[cH:23][cH:24][cH:25]2)[CH2:19]1)[c:27]1[cH:28][cH:29][c:30]([C:35]#[C:36][CH2:37][CH2:38][CH3:39])[cH:31][cH:32]1)=[O:34]. The reactants are BrC=1C=C(C(N(C1)C)=O)NC1=NC=C(C=C1)C1CCN(CC1)C (5-Bromo-1-methyl-3-(5-(1-methylpiperidin-4-yl)pyridin-2-ylamino)pyridin-2(1H)-one), C(C)(=O)OCC1=C(C=CC=C1B1OC(C(O1)(C)C)(C)C)N1C(C=2N(C=3CCCCC3C2)CC1)=O (2-(2-(Acetoxymethyl)-3-(4,4,5,5-tetramethyl-1,3,2-dioxaborolan-2-yl)phenyl)-3,4,6,7,8,9-hexahydropyrazino[1,2-a]indol-1(2H)-one), C(=O)([O-])[O-].[Na+].[Na+] (Na2CO3), COCCOC (DME). The reagents and catalysts are C=1C=CC(=CC1)[P](C=2C=CC=CC2)(C=3C=CC=CC3)[Pd]([P](C=4C=CC=CC4)(C=5C=CC=CC5)C=6C=CC=CC6)([P](C=7C=CC=CC7)(C=8C=CC=CC8)C=9C=CC=CC9)[P](C=1C=CC=CC1)(C=1C=CC=CC1)C=1C=CC=CC1 (Pd(PPh3)4). Run in C(Cl)Cl (CH2Cl2). Product: C(C)(=O)OCC1=C(C=CC=C1N1C(C=2N(C=3CCCCC3C2)CC1)=O)C1=CN(C(C(=C1)NC1=NC=C(C=C1)C1CCN(CC1)C)=O)C (2-(1-Methyl-5-(5-(1-methylpiperidin-4-yl)pyridin-2-ylamino)-6-oxo-1,6-dihydropyridin-3-yl)-6-(1-oxo-3,4,6,7,8,9-hexahydropyrazino[1,2-a]indol-2(1H)-yl)benzyl Acetate). As a reaction SMILES: Br[C:2]1[CH:3]=[C:4]([NH:10][C:11]2[CH:16]=[CH:15][C:14]([CH:17]3[CH2:22][CH2:21][N:20]([CH3:23])[CH2:19][CH2:18]3)=[CH:13][N:12]=2)[C:5](=[O:9])[N:6]([CH3:8])[CH:7]=1.[C:24]([O:27][CH2:28][C:29]1[C:34](B2OC(C)(C)C(C)(C)O2)=[CH:33][CH:32]=[CH:31][C:30]=1[N:44]1[CH2:56][CH2:55][N:47]2[C:48]3[CH2:49][CH2:50][CH2:51][CH2:52][C:53]=3[CH:54]=[C:46]2[C:45]1=[O:57])(=[O:26])[CH3:25].C([O-])([O-])=O.[Na+].[Na+].COCCOC>C1C=CC([P]([Pd]([P](C2C=CC=CC=2)(C2C=CC=CC=2)C2C=CC=CC=2)([P](C2C=CC=CC=2)(C2C=CC=CC=2)C2C=CC=CC=2)[P](C2C=CC=CC=2)(C2C=CC=CC=2)C2C=CC=CC=2)(C2C=CC=CC=2)C2C=CC=CC=2)=CC=1.C(Cl)Cl>[C:24]([O:27][CH2:28][C:29]1[C:30]([N:44]2[CH2:56][CH2:55][N:47]3[C:48]4[CH2:49][CH2:50][CH2:51][CH2:52][C:53]=4[CH:54]=[C:46]3[C:45]2=[O:57])=[CH:31][CH:32]=[CH:33][C:34]=1[C:2]1[CH:3]=[C:4]([NH:10][C:11]2[CH:16]=[CH:15][C:14]([CH:17]3[CH2:22][CH2:21][N:20]([CH3:23])[CH2:19][CH2:18]3)=[CH:13][N:12]=2)[C:5](=[O:9])[N:6]([CH3:8])[CH:7]=1)(=[O:26])[CH3:25] |f:2.3.4,^1:73,75,94,113|. Reported procedure: To a microwave tube equipped with a stirring bar, 130c (250 mg, 0.663 mmol), 2-(2-(hydroxymethyl)-3-(4,4,5,5-tetramethyl-1,3,2-dioxaborolan-2-yl)phenyl)-3,4,6,7,8,9-hexahydropyrazino[1,2-a]indol-1(2H)-one 114a (338 mg, 0.729 mmol), Pd(PPh3)4 (38.3 mg, 0.033 mmol), Na2CO3 aqueous solution (1.0 N, 2.19 mL, 2.19 mmol), DME (2 mL) were added. The mixture was reacted in microwave at 135° C. for 15 min. CH2Cl2 (200 mL) was added and the resulting mixture was washed with water (30 mL×3), brine (30 mL×1...